Task: describe an organic reaction: reactants, conditions, products, and yield. Dataset: the Open Reaction Database (ORD), a public repository of structured organic reaction records Reaction conditions: temperature 120 celsius, time 17 hour. Yield: 49.2%. Reaction SMILES: [Br:1][C:2]1[CH:3]=[C:4]2[C:9](=[CH:10][CH:11]=1)[C:8]([CH3:13])([CH3:12])[C:7](=[O:14])[C:6]([C:15](OCC)=[O:16])=[C:5]2[OH:20].Cl.[C:22]([O:26][C:27](=[O:30])[CH2:28][NH2:29])([CH3:25])([CH3:24])[CH3:23].CCN(C(C)C)C(C)C>O1CCOCC1.CCOC(C)=O>[Br:1][C:2]1[CH:3]=[C:4]2[C:9](=[CH:10][CH:11]=1)[C:8]([CH3:13])([CH3:12])[C:7](=[O:14])[C:6]([C:15]([NH:29][CH2:28][C:27]([O:26][C:22]([CH3:25])([CH3:24])[CH3:23])=[O:30])=[O:16])=[C:5]2[OH:20] |f:1.2|. Starting materials: BrC=1C=C2C(=C(C(C(C2=CC1)(C)C)=O)C(=O)OCC)O (ethyl 6-bromo-4-hydroxy-1,1-dimethyl-2-oxo-naphthalen-3-carboxylate), Cl.C(C)(C)(C)OC(CN)=O (glycine tert-butyl ester hydrochloride), CCN(C(C)C)C(C)C (DIPEA). Yields the product BrC=1C=C2C(=C(C(C(C2=CC1)(C)C)=O)C(=O)NCC(=O)OC(C)(C)C)O (1,1-dimethylethyl N-((6-bromo-4-hydroxy-1,1-dimethyl-2-oxo-naphthalen-3-yl)carbonyl)glycinate). Reported procedure: A solution of crude ethyl 6-bromo-4-hydroxy-1,1-dimethyl-2-oxo-naphthalen-3-carboxylate (4100 mg, 12088 μmol) and glycine tert-butyl ester hydrochloride (2229 mg, 13297 μmol) in 1,4-dioxane (100 mL) was treated with DIPEA (4211 μL, 24176 μmol). The reaction was heated at 120° C. in a sealed vessel. After 17 hours, the reaction was cooled to 23° C., diluted with EtOAc (200 mL) and washed with 10% HCl solution (2×150 mL) and brine (100 mL). The organic layer was dried over MgSO4, concentrated in v... Run in CCOC(=O)C (EtOAc), O1CCOCC1 (1,4-dioxane). The product is COc1ccc(-c2cncn2C(C)C)cc1. Starting materials: CCO, COc1ccc(-c2cnc(SC)n2C(C)C)cc1. RXN SMILES: [CH3:19][CH2:20][OH:21].[CH3:1][O:2][c:3]1[cH:4][cH:5][c:6](-[c:9]2[cH:10][n:11][c:12]([S:17][CH3:18])[n:13]2[CH:14]([CH3:15])[CH3:16])[cH:7][cH:8]1>>[CH3:1][O:2][c:3]1[cH:4][cH:5][c:6](-[c:9]2[cH:10][n:11][cH:12][n:13]2[CH:14]([CH3:15])[CH3:16])[cH:7][cH:8]1. Starting materials: O (water), C(N)(=O)COC[C@H]1N(C[C@@H](C1)OS(=O)(=O)C)C(=O)OCC1=CC=C(C=C1)[N+](=O)[O-] ((2S,4R)-2-(carbamoylmethyl)oxymethyl-4-methanesulfonyloxy-1-(4-nitrobenzyloxycarbonyl)pyrrolidine), C(C)(=O)S (thioacetic S-acid), [H-].[Na+] (sodium hydride). Solvent: CN(C=O)C (dimethylformamide), CN(C=O)C (dimethylformamide). Yields the product C(C)(=O)S[C@H]1C[C@H](N(C1)C(=O)OCC1=CC=C(C=C1)[N+](=O)[O-])COCC(N)=O ((2S,4S)-4-acetylthio-2-(carbamoylmethyl)oxymethyl-1-(4nitrobenzyloxycarbonyl)pyrrolidine). Reaction SMILES: [C:1]([CH2:4][O:5][CH2:6][C@@H:7]1[CH2:11][C@@H:10](OS(C)(=O)=O)[CH2:9][N:8]1[C:17]([O:19][CH2:20][C:21]1[CH:26]=[CH:25][C:24]([N+:27]([O-:29])=[O:28])=[CH:23][CH:22]=1)=[O:18])(=[O:3])[NH2:2].[C:30]([SH:33])(=[O:32])[CH3:31].[H-].[Na+].O>CN(C)C=O>[C:30]([S:33][C@@H:10]1[CH2:9][N:8]([C:17]([O:19][CH2:20][C:21]2[CH:22]=[CH:23][C:24]([N+:27]([O-:29])=[O:28])=[CH:25][CH:26]=2)=[O:18])[C@H:7]([CH2:6][O:5][CH2:4][C:1](=[O:3])[NH2:2])[CH2:11]1)(=[O:32])[CH3:31] |f:2.3|. Reported procedure: A solution of (2S,4R)-2-(carbamoylmethyl)oxymethyl-4-methanesulfonyloxy-1-(4-nitrobenzyloxycarbonyl)pyrrolidine (0.98 g) in dimethylformamide (2 ml) was added to a reaction mixture of thioacetic S-acid (0.25 ml) and sodium hydride (62.8% in oil suspension) (0.11 g) in dimethylformamide (10 ml) in a nitrogen stream and the mixture was heated at 70°-75° C. for 3 hours. The mixture was poured into water (100 ml), extracted with ethyl acetate (50 ml×3), dried over magnesium sulfate and concentrated ... The reactants are COC(CC(C)(C)N1C=NC(=C1)NC(C(CCC)N)=O)=O (3-[4-(2-Amino-pentanoylamino)-imidazol-1-yl]-3-methyl-butyric acid methyl ester), FC=1C=C(C=C(C1)F)CC(=O)O ((3,5-Difluoro-phenyl)-acetic acid). Product: COC(CC(C)(C)N1C=NC(=C1)NC(C(CCC)NC(CC1=CC(=CC(=C1)F)F)=O)=O)=O (3-(4-{2-[2-(3,5-Difluoro-phenyl)-acetylamino]-pentanoylamino}-imidazol-1-yl)-3-methyl-butyric acid methyl ester). As a reaction SMILES: [CH3:1][O:2][C:3](=[O:21])[CH2:4][C:5]([N:8]1[CH:12]=[C:11]([NH:13][C:14](=[O:20])[CH:15]([NH2:19])[CH2:16][CH2:17][CH3:18])[N:10]=[CH:9]1)([CH3:7])[CH3:6].[F:22][C:23]1[CH:24]=[C:25]([CH2:30][C:31](O)=[O:32])[CH:26]=[C:27]([F:29])[CH:28]=1>>[CH3:1][O:2][C:3](=[O:21])[CH2:4][C:5]([N:8]1[CH:12]=[C:11]([NH:13][C:14](=[O:20])[CH:15]([NH:19][C:31](=[O:32])[CH2:30][C:25]2[CH:24]=[C:23]([F:22])[CH:28]=[C:27]([F:29])[CH:26]=2)[CH2:16][CH2:17][CH3:18])[N:10]=[CH:9]1)([CH3:6])[CH3:7]. Procedure details: 3-[4-(2-Amino-pentanoylamino)-imidazol-1-yl]-3-methyl-butyric acid methyl ester was coupled with (3,5-Difluoro-phenyl)-acetic acid to provide the title compound: C13 NMR (100 MHz, CDCl3) 13.9, 19.0, 27.9, 28.1, 35.9, 42.7, 46.8, 51.8, 53.1, 56.3, 102.2, 102.5, 102.7, 105.1, 112.2, 112.3, 112.4, 112.5, 131.3, 137.9, 139.2, 161.8, 164.2, 164.3, 169.4, 169.9, 170.0; MS 451.2 m/z (M+1). Procedure details: A mixture of 4-(4-diisopropylaminomethylbenzoyl)-1-tritylpiperidine (1.3 g) and 80% acetic acid aqueous solution (20 ml) was stirred at 80° C. for 1 hour and concentrated. To the residue was added water, and the solution was extracted with ethyl acetate. The extract was washed with water, dried (MgSO4) and concentrated to give an oil of 4-(4-diisopropylaminomethylbenzoyl)piperidine (1.0 g). To a solution of the oil (302 mg) in THF (10 ml) was added 6-chloronaphthalene-2-sulfonylchloride (261 mg)... Solvent: C(C)(=O)O (acetic acid). Product: C(C)(C)N(C(C)C)CC1=CC=C(C(=O)C2CCNCC2)C=C1 (4-(4-diisopropylaminomethylbenzoyl)piperidine). Isolated yield 138.6%. Run at temperature 80 celsius, time 1 hour. The reactants are C(C)(C)N(C(C)C)CC1=CC=C(C(=O)C2CCN(CC2)C(C2=CC=CC=C2)(C2=CC=CC=C2)C2=CC=CC=C2)C=C1 (4-(4-diisopropylaminomethylbenzoyl)-1-tritylpiperidine). RXN SMILES: [CH:1]([N:4]([CH2:8][C:9]1[CH:41]=[CH:40][C:12]([C:13]([CH:15]2[CH2:20][CH2:19][N:18](C(C3C=CC=CC=3)(C3C=CC=CC=3)C3C=CC=CC=3)[CH2:17][CH2:16]2)=[O:14])=[CH:11][CH:10]=1)[CH:5]([CH3:7])[CH3:6])([CH3:3])[CH3:2]>C(O)(=O)C>[CH:1]([N:4]([CH2:8][C:9]1[CH:10]=[CH:11][C:12]([C:13]([CH:15]2[CH2:20][CH2:19][NH:18][CH2:17][CH2:16]2)=[O:14])=[CH:40][CH:41]=1)[CH:5]([CH3:7])[CH3:6])([CH3:2])[CH3:3]. Starting materials: Cc1ccccc1, CN(C)c1ccccc1, O=C(Cl)Cl, O, O=Cc1ccc(O)cc1. Product: O=Cc1ccc(OC(=O)Cl)cc1. RXN SMILES: [CH3:14][c:15]1[cH:16][cH:17][cH:18][cH:19][cH:20]1.[CH3:21][N:22]([CH3:23])[c:24]1[cH:25][cH:26][cH:27][cH:28][cH:29]1.[Cl:10][C:11]([Cl:12])=[O:13].[OH2:30].[OH:1][c:2]1[cH:3][cH:4][c:5]([CH:6]=[O:7])[cH:8][cH:9]1>>[O:1]([c:2]1[cH:3][cH:4][c:5]([CH:6]=[O:7])[cH:8][cH:9]1)[C:11]([Cl:10])=[O:13].